This data is from the Open Reaction Database (ORD), a public repository of structured organic reaction records. The task is: describe an organic reaction: reactants, conditions, products, and yield The reactants are CCCCN, C=C1OC(=O)OC12CCN(CCC=C(c1ccc(F)cc1)c1ccc(F)cc1)CC2, [Na+], [OH-], O, Cc1ccc(S(=O)(=O)O)cc1, Cc1ccccc1C. The product is C=C1N(CCCC)C(=O)OC12CCN(CCC=C(c1ccc(F)cc1)c1ccc(F)cc1)CC2. RXN SMILES: [CH2:31]([CH2:32][CH2:33][CH3:34])[NH2:35].[F:1][c:2]1[cH:3][cH:4][c:5]([C:8](=[CH:9][CH2:10][CH2:11][N:12]2[CH2:13][CH2:14][C:15]3([C:16](=[CH2:21])[O:17][C:18](=[O:20])[O:19]3)[CH2:22][CH2:23]2)[c:24]2[cH:25][cH:26][c:27]([F:30])[cH:28][cH:29]2)[cH:6][cH:7]1.[Na+:49].[OH-:48].[OH2:36].[c:37]1([CH3:38])[cH:39][cH:40][c:41]([S:42]([OH:43])(=[O:44])=[O:45])[cH:46][cH:47]1.[c:50]1([CH3:51])[c:52]([CH3:53])[cH:54][cH:55][cH:56][cH:57]1>>[F:1][c:2]1[cH:3][cH:4][c:5]([C:8](=[CH:9][CH2:10][CH2:11][N:12]2[CH2:13][CH2:14][C:15]3([C:16](=[CH2:21])[N:35]([CH2:31][CH2:32][CH2:33][CH3:34])[C:18](=[O:17])[O:19]3)[CH2:22][CH2:23]2)[c:24]2[cH:25][cH:26][c:27]([F:30])[cH:28][cH:29]2)[cH:6][cH:7]1.